From a dataset of the Open Reaction Database (ORD), a public repository of structured organic reaction records. describe an organic reaction: reactants, conditions, products, and yield The reactants are C(CCNC([C@H](O)C(C)(C)CO)=O)(=O)O (Pantothenic acid), CC1(COC(=O)C1O)C (DL-pantolactone), C=O (formaldehyde), isobutylaldehyde, [C-]#N (cyanide). Product: C(CCNC([C@@H](O)C(C)(C)CO)=O)(=O)O (D-pantothenic acid). Reaction SMILES: [C:1]([OH:15])(=[O:14])[CH2:2][CH2:3][NH:4][C:5](=[O:13])[C@@H:6]([C:8]([CH2:11][OH:12])([CH3:10])[CH3:9])[OH:7].CC1(C)C(O)C(=O)OC1.C=O.[C-]#N>>[C:1]([OH:15])(=[O:14])[CH2:2][CH2:3][NH:4][C:5](=[O:13])[C@H:6]([C:8]([CH2:11][OH:12])([CH3:10])[CH3:9])[OH:7]. Procedure: Pantothenic acid can be prepared by chemical synthesis, or biotechnologically by fermentation of suitable microorganisms in suitable nutrient solutions. In chemical synthetic applications DL-pantolactone is an important intermediate stage. It is prepared in a multi-stage process from formaldehyde, isobutylaldehyde and cyanide. In further process steps, the racemic mixture is separated, D-pantolactone is subjected to a condensation reaction with β-alanine which yields the desired D-pantothenic ac... Reactants: C[C@H]1[C@H](N(CCC1)C(=O)C1=C(C=CC(=C1)C)C=1C=NN(C1)C)CNC1=NC=C(C=C1)C(F)(F)F (((2S,3R)-3-methyl-2-(((5-(trifluoromethyl)pyridin-2-yl)amino)methyl)piperidin-1-yl)(5-methyl-2-(1-methyl-1H-pyrazol-4-yl)phenyl)methanone), NC[C@H]1N(CCC[C@H]1C)C(=O)C1=C(C=CC(=C1)C)N1N=CC=N1 (((2S,3R)-2-(aminomethyl)-3-methylpiperidin-1-yl)(5-methyl-2-(2H-1,2,3-triazol-2-yl)phenyl)methanone), ClC1=NC(=CC=C1)C(F)(F)F (2-chloro-6-(trifluoromethyl)pyridine). Yields the product C[C@H]1[C@H](N(CCC1)C(=O)C1=C(C=CC(=C1)C)N1N=CC=N1)CNC1=NC(=CC=C1)C(F)(F)F (((2S,3R)-3-Methyl-2-(((6-(trifluoromethyl)pyridin-2-yl)amino)methyl)piperidin-1-yl)(5-methyl-2-(2H-1,2,3-triazol-2-yl)phenyl)methanone). Reaction SMILES: C[C@@H]1CCCN(C(C2C=C(C)C=CC=2C2C=NN(C)C=2)=O)[C@@H]1CNC1C=CC(C(F)(F)F)=CN=1.[NH2:35][CH2:36][C@@H:37]1[C@H:42]([CH3:43])[CH2:41][CH2:40][CH2:39][N:38]1[C:44]([C:46]1[CH:51]=[C:50]([CH3:52])[CH:49]=[CH:48][C:47]=1[N:53]1[N:57]=[CH:56][CH:55]=[N:54]1)=[O:45].Cl[C:59]1[CH:64]=[CH:63][CH:62]=[C:61]([C:65]([F:68])([F:67])[F:66])[N:60]=1>>[CH3:43][C@@H:42]1[CH2:41][CH2:40][CH2:39][N:38]([C:44]([C:46]2[CH:51]=[C:50]([CH3:52])[CH:49]=[CH:48][C:47]=2[N:53]2[N:57]=[CH:56][CH:55]=[N:54]2)=[O:45])[C@@H:37]1[CH2:36][NH:35][C:59]1[CH:64]=[CH:63][CH:62]=[C:61]([C:65]([F:68])([F:67])[F:66])[N:60]=1. Reported procedure: The title compound was synthesized following the same general protocol as described for ((2S,3R)-3-methyl-2-(((5-(trifluoromethyl)pyridin-2-yl)amino)methyl)piperidin-1-yl)(5-methyl-2-(1-methyl-1H-pyrazol-4-yl)phenyl)methanone in Example A1, using ((2S,3R)-2-(aminomethyl)-3-methylpiperidin-1-yl)(5-methyl-2-(2H-1,2,3-triazol-2-yl)phenyl)methanone and 2-chloro-6-(trifluoromethyl)pyridine. ESI-MS (m/z): 459 [M+1]+. Starting materials: O=C(CC(=O)OCC)C1=C(C=CC=C1)C (ethyl 3-oxo-3-o-tolylpropanoate), FC1=C(C=C(C=C1)F)C(N)=NO (2,5-difluoro-N′-hydroxybenzenecarboximidamide). Procedure: A solution of ethyl 3-oxo-3-o-tolylpropanoate (0.44 mL; 2.5 mmol) and 2,5-difluoro-N′-hydroxybenzenecarboximidamide (JRD-Fluorochemical, 215 mg; 1.25 mmol) in toluene (1.5 mL) was heated to 120° C. 18 hours. The solvent was removed in vacuo and the residue purified by flash chromatography on a Biotage 25+M column, eluting with petrol containing increasing amounts of EtOAc. The residue was triturated with petrol to give the title compound as an off-white solid which was used directly without any ... RXN SMILES: [O:1]=[C:2]([C:9]1[CH:14]=[CH:13][CH:12]=[CH:11][C:10]=1[CH3:15])[CH2:3][C:4]([O:6]CC)=O.[F:16][C:17]1[CH:22]=[CH:21][C:20]([F:23])=[CH:19][C:18]=1[C:24](=[N:26]O)[NH2:25]>C1(C)C=CC=CC=1>[F:16][C:17]1[CH:22]=[CH:21][C:20]([F:23])=[CH:19][C:18]=1[C:24]1[N:26]=[C:4]([CH2:3][C:2]([C:9]2[CH:14]=[CH:13][CH:12]=[CH:11][C:10]=2[CH3:15])=[O:1])[O:6][N:25]=1. Run in C1(=CC=CC=C1)C (toluene). Product: FC1=C(C=C(C=C1)F)C1=NOC(=N1)CC(=O)C1=C(C=CC=C1)C (2-(3-(2,5-difluorophenyl)-1,2,4-oxadiazol-5-yl)-1-o-tolylethanone). The reactants are ClC1=C(C=CC=C1)S(=O)(=O)Cl (2-chlorobenzenesulfonyl chloride), BrC1=CC=C(S1)CN (1-(5-bromo-2-thienyl)methanamine), C(C)(C)N(C(C)C)CC (N,N-diisopropyl ethyl amine). Solvent: ClCCl (dichloromethane). Conditions: time 1.5 hour. Product: BrC1=CC=C(S1)CNS(=O)(=O)C1=C(C=CC=C1)Cl (N-(5-bromo-thiophen-2-ylmethyl)-2-chloro-benzenesulfonamide). Isolated yield 43.5%. Reaction SMILES: [Br:1][C:2]1[S:6][C:5]([CH2:7][NH2:8])=[CH:4][CH:3]=1.[Cl:9][C:10]1[CH:15]=[CH:14][CH:13]=[CH:12][C:11]=1[S:16](Cl)(=[O:18])=[O:17].C(N(CC)C(C)C)(C)C>ClCCl>[Br:1][C:2]1[S:6][C:5]([CH2:7][NH:8][S:16]([C:11]2[CH:12]=[CH:13][CH:14]=[CH:15][C:10]=2[Cl:9])(=[O:18])=[O:17])=[CH:4][CH:3]=1. Procedure details: To a stirred suspension of 1-(5-bromo-2-thienyl)methanamine (1.00 g) in dichloromethane (15 mL) were slowly added 2-chlorobenzenesulfonyl chloride (1.18 g) and N,N-diisopropyl ethyl amine (0.76 g) at 0° C. After 15 min the ice bath was removed and the mixture was stirred at r.t. for 1.5 h. The mixture was diluted with dichloromethane and washed with 0.5 M HCl and with water. The organic phase was dried (MgSO4), filtered and concentrated under reduced pressure. The product was purified by chromat...